Task: describe an organic reaction: reactants, conditions, products, and yield. Dataset: the Open Reaction Database (ORD), a public repository of structured organic reaction records Reactants: C(CCCCC)OC1=CC=C(C(=O)OC)C=C1 (Methyl 4-n-hexyloxybenzoate), O.NN (hydrazine hydrate), O (water). The solvent is C(C)O (ethanol). Product: C(CCCCC)OC1=CC=C(C(=O)NN)C=C1 (N-(4-n-hexyloxybenzoyl)hydrazine). The yield is 98.0%. RXN SMILES: [CH2:1]([O:7][C:8]1[CH:17]=[CH:16][C:11]([C:12](OC)=[O:13])=[CH:10][CH:9]=1)[CH2:2][CH2:3][CH2:4][CH2:5][CH3:6].O.[NH2:19][NH2:20].O>C(O)C>[CH2:1]([O:7][C:8]1[CH:17]=[CH:16][C:11]([C:12]([NH:19][NH2:20])=[O:13])=[CH:10][CH:9]=1)[CH2:2][CH2:3][CH2:4][CH2:5][CH3:6] |f:1.2|. Procedure: A solution of Methyl 4-n-hexyloxybenzoate (2.00 g) and hydrazine hydrate (4.24 g) in ethanol (10 ml) was refluxed for 6 hours. After cooling, the reaction mixture was poured into water. The precipitate was collected by filtration, washed with water and dried over P2O5 under reduced pressure to give N-(4-n-hexyloxybenzoyl)hydrazine (1.96 g). Reactants: FCCCBr, [H-], CNC(=O)c1cc2ccccc2c(-c2ccc(I)cc2)n1, [Na+], CN(C)C=O. Yields the product CN(CCCF)C(=O)c1cc2ccccc2c(-c2ccc(I)cc2)n1. Reaction SMILES: [F:24][CH2:25][CH2:26][CH2:27][Br:28].[H-:23].[I:1][c:2]1[cH:3][cH:4][c:5](-[c:8]2[n:9][c:10]([C:18](=[O:19])[NH:20][CH3:21])[cH:11][c:12]3[cH:13][cH:14][cH:15][cH:16][c:17]23)[cH:6][cH:7]1.[Na+:22].[O:29]=[CH:30][N:31]([CH3:32])[CH3:33]>>[I:1][c:2]1[cH:3][cH:4][c:5](-[c:8]2[n:9][c:10]([C:18](=[O:19])[N:20]([CH3:21])[CH2:27][CH2:26][CH2:25][F:24])[cH:11][c:12]3[cH:13][cH:14][cH:15][cH:16][c:17]23)[cH:6][cH:7]1. The reactants are ClCC(=O)NC(C(=O)OC)(C)C (methyl 2-(2-chloroacetamido)-2-methylpropanoate), C(O)CN (ethanolamine), C(C)(C)N(C(C)C)CC (N,N-diisopropylethylamine). Run in O1CCCC1 (tetrahydrofuran). Conditions: temperature 155 celsius. The product is OCCN1C(C(NC(C1)=O)(C)C)=O (1-(2-hydroxyethyl)-3,3-dimethylpiperazine-2,5-dione). Yield: 42.3%. RXN SMILES: Cl[CH2:2][C:3]([NH:5][C:6]([CH3:12])([CH3:11])[C:7]([O:9]C)=O)=[O:4].[CH2:13]([CH2:15][NH2:16])[OH:14].C(N(CC)C(C)C)(C)C>O1CCCC1>[OH:14][CH2:13][CH2:15][N:16]1[CH2:2][C:3](=[O:4])[NH:5][C:6]([CH3:12])([CH3:11])[C:7]1=[O:9]. Procedure details: A solution of methyl 2-(2-chloroacetamido)-2-methylpropanoate (2.5 g, 13 mmol), ethanolamine (1.3 g, 21.3 mmol), and N,N-diisopropylethylamine (4.0 mL, 23 mmol) in 250 mL of anhydrous tetrahydrofuran was heated at reflux temperature for 24 hours. The mixture was concentrated to a residue in vacuo and dissolved in ethanol (approximately 300 mL). The mixture was heated in a sealed tube at 155° C. for 24 hours then concentrated to a crude residue and purified by column chromatography (5 to 12% meth... Reactants: endo 3-(4-chloro-benzyl)-8-aza-bicyclo[3.2.1]octane, C(C)OC(=O)N1C2CC(CC1CC2)CC2=CC=C(C=C2)Cl (3-(4-chloro-benzyl)-8-aza-bicyclo[3.2.1]octane-8-carboxylic acid ethyl ester), Br (HBr), [OH-].[Na+] (NaOH). The solvent is C(C)(=O)O (acetic acid). Yields the product ClC1=CC=C(CC2CC3CCC(C2)N3)C=C1 (3-(4-Chloro-benzyl)-8-aza-bicyclo[3.2.1]octane). RXN SMILES: C(OC([N:6]1[CH:11]2[CH2:12][CH2:13][CH:7]1[CH2:8][CH:9]([CH2:14][C:15]1[CH:20]=[CH:19][C:18]([Cl:21])=[CH:17][CH:16]=1)[CH2:10]2)=O)C.Br.[OH-].[Na+]>C(O)(=O)C>[Cl:21][C:18]1[CH:17]=[CH:16][C:15]([CH2:14][CH:9]2[CH2:8][CH:7]3[NH:6][CH:11]([CH2:12][CH2:13]3)[CH2:10]2)=[CH:20][CH:19]=1 |f:2.3|. Reported procedure: A mixture of 2 g of 3-(4-chloro-benzyl)-8-aza-bicyclo[3.2.1]octane-8-carboxylic acid ethyl ester, 20 mL of 48% HBr and 5 mL of acetic acid was heated to reflux for 2 h. After cooling in an ice bath, the solution was basified to pH 10 by addition of NaOH pellets, extracted with 3×100 mL of chloroform, and the combined extracts dried over MgSO4. Removal of solvents under reduced pressure gave 1.5 g of 2:1 exo:endo 3-(4-chloro-benzyl)-8-aza-bicyclo[3.2.1]octane as a thick oil. Starting materials: CC#N, CCOC(=S)c1cnc(C)nc1Cl, Nc1ccc(F)cc1. The product is CCOC(=S)c1cnc(C)nc1Nc1ccc(F)cc1. As a reaction SMILES: [CH3:22][C:23]#[N:24].[Cl:1][c:2]1[n:3][c:4]([CH3:13])[n:5][cH:6][c:7]1[C:8](=[S:9])[O:10][CH2:11][CH3:12].[NH2:14][c:15]1[cH:16][cH:17][c:18]([F:19])[cH:20][cH:21]1>>[c:2]1([NH:14][c:15]2[cH:16][cH:17][c:18]([F:19])[cH:20][cH:21]2)[n:3][c:4]([CH3:13])[n:5][cH:6][c:7]1[C:8](=[S:9])[O:10][CH2:11][CH3:12].